Dataset: the Open Reaction Database (ORD), a public repository of structured organic reaction records. Task: describe an organic reaction: reactants, conditions, products, and yield The reactants are BrC=1C=NC=C(C(=O)N(C)OC)C1 (5-bromo-N-methoxy-N-methylnicotinamide), C(C1=CC=CC=C1)(C1=CC=CC=C1)=N (benzophenone imine). Yields the product C1(=CC=CC=C1)C(C1=CC=CC=C1)=NC=1C=NC=C(C(=O)N(C)OC)C1 (5-[(diphenylmethylene)amino]-N-methoxy-N-methylnicotinamide). As a reaction SMILES: Br[C:2]1[CH:3]=[N:4][CH:5]=[C:6]([CH:13]=1)[C:7]([N:9]([O:11][CH3:12])[CH3:10])=[O:8].[C:14](=[NH:27])([C:21]1[CH:26]=[CH:25][CH:24]=[CH:23][CH:22]=1)[C:15]1[CH:20]=[CH:19][CH:18]=[CH:17][CH:16]=1>>[C:15]1([C:14](=[N:27][C:2]2[CH:3]=[N:4][CH:5]=[C:6]([CH:13]=2)[C:7]([N:9]([O:11][CH3:12])[CH3:10])=[O:8])[C:21]2[CH:22]=[CH:23][CH:24]=[CH:25][CH:26]=2)[CH:20]=[CH:19][CH:18]=[CH:17][CH:16]=1. Procedure details: Prepared according to the method described for Preparation 51 using 5-bromo-N-methoxy-N-methylnicotinamide and benzophenone imine. Starting materials: [Cl-].COC1=CC=C(C[P+](C2=CC=CC=C2)(C2=CC=CC=C2)C2=CC=CC=C2)C=C1 (4-methoxybenzyl triphenyphosphonium chloride), [Li+].CC(C)[N-]C(C)C (LDA), Cl (HCl), alkenes, C(C)N(C(=O)N1C=C(C2=CC(=CC=C12)Br)C=O)CC (5-bromo-3-formyl-indole-1-carboxylic acid diethylamide), alkenes. Reagents/catalysts: O=[Pt]=O (Adam's catalyst). The solvent is C1CCOC1 (THF), ClCCl (dichloromethane). Run at temperature -78 celsius, time 1 hour. Product: C(C)N(C(=O)N1C=C(C2=CC(=CC=C12)Br)CCC1=CC=C(C=C1)OC)CC (5-Bromo-3-[2-(4-methoxy-phenyl)-ethyl]-indole-1-carboxylic acid diethylamide). Yield: 62.0%. As a reaction SMILES: [Cl-].[CH3:2][O:3][C:4]1[CH:29]=[CH:28][C:7]([CH2:8][P+](C2C=CC=CC=2)(C2C=CC=CC=2)C2C=CC=CC=2)=[CH:6][CH:5]=1.[Li+].CC([N-]C(C)C)C.[CH2:38]([N:40]([CH2:55][CH3:56])[C:41]([N:43]1[C:51]2[C:46](=[CH:47][C:48]([Br:52])=[CH:49][CH:50]=2)[C:45]([CH:53]=O)=[CH:44]1)=[O:42])[CH3:39].Cl>C1COCC1.ClCCl.O=[Pt]=O>[CH2:55]([N:40]([CH2:38][CH3:39])[C:41]([N:43]1[C:51]2[C:46](=[CH:47][C:48]([Br:52])=[CH:49][CH:50]=2)[C:45]([CH2:53][CH2:8][C:7]2[CH:6]=[CH:5][C:4]([O:3][CH3:2])=[CH:29][CH:28]=2)=[CH:44]1)=[O:42])[CH3:56] |f:0.1,2.3|. Reported procedure: To a solution of 4-methoxybenzyl triphenyphosphonium chloride (7.5 g, 18 mmol) in anhydrous THF (75 mL) at −78° C. was added LDA (9.0 mL, 18 mmol) and the resulting reaction mixture was allowed to stir at −78° C. for 1 h. Thereafter, 5-bromo-3-formyl-indole-1-carboxylic acid diethylamide (1.9 g, 6 mmol, Example 1, Part A) was added and the resulting reaction mixture was allowed to stir at −78° C. for 1 h and then warmed to room temperature to stir overnight. The reaction mixture was poured onto ... Reactants: C1CCNCC1, CC(C)CN, C1CCOC1, c1ccc(CN=C2CCc3ccccc32)cc1, CO. Product: c1ccc(CNC2CCc3ccccc32)cc1. RXN SMILES: [CH2:1]1[CH2:2][CH2:3][NH:4][CH2:5][CH2:6]1.[CH2:26]([NH2:27])[CH:28]([CH3:29])[CH3:30].[CH2:31]1[O:32][CH2:33][CH2:34][CH2:35]1.[CH2:9]([c:10]1[cH:11][cH:12][cH:13][cH:14][cH:15]1)[N:16]=[C:17]1[CH2:18][CH2:19][c:20]2[cH:21][cH:22][cH:23][cH:24][c:25]21.[CH3:7][OH:8]>>[CH2:9]([c:10]1[cH:11][cH:12][cH:13][cH:14][cH:15]1)[NH:16][CH:17]1[CH2:18][CH2:19][c:20]2[cH:21][cH:22][cH:23][cH:24][c:25]21. Starting materials: O=C([O-])O, ClCCl, C[Si](C)(C)C#N, COc1ccc(C(O)Cc2c(Cl)cncc2Cl)c2c1OC(C)(C)C2, [Na+]. Product: COc1ccc(C(C#N)Cc2c(Cl)cncc2Cl)c2c1OC(C)(C)C2. Reaction SMILES: [C:31](=[O:32])([OH:33])[O-:34].[CH2:36]([Cl:37])[Cl:38].[CH3:25][Si:26]([CH3:27])([CH3:28])[C:29]#[N:30].[Cl:1][c:2]1[cH:3][n:4][cH:5][c:6]([Cl:24])[c:7]1[CH2:8][CH:9]([OH:10])[c:11]1[cH:12][cH:13][c:14]([O:22][CH3:23])[c:15]2[c:16]1[CH2:17][C:18]([CH3:20])([CH3:21])[O:19]2.[Na+:35]>>[Cl:1][c:2]1[cH:3][n:4][cH:5][c:6]([Cl:24])[c:7]1[CH2:8][CH:9]([c:11]1[cH:12][cH:13][c:14]([O:22][CH3:23])[c:15]2[c:16]1[CH2:17][C:18]([CH3:20])([CH3:21])[O:19]2)[C:29]#[N:30]. The reactants are C1CCOC1, CC(C)C[AlH]CC(C)C, CS(=O)(=O)c1ccc(C2=C(c3cc(F)cc(F)c3)C(=O)CC2)cc1. The product is CS(=O)(=O)c1ccc(C2=C(c3cc(F)cc(F)c3)C(O)CC2)cc1. Reaction SMILES: [CH2:34]1[O:35][CH2:36][CH2:37][CH2:38]1.[CH3:25][CH:26]([CH2:27][AlH:28][CH2:29][CH:30]([CH3:31])[CH3:32])[CH3:33].[F:1][c:2]1[cH:3][c:4]([C:9]2=[C:13]([c:14]3[cH:15][cH:16][c:17]([S:20](=[O:21])(=[O:22])[CH3:23])[cH:18][cH:19]3)[CH2:12][CH2:11][C:10]2=[O:24])[cH:5][c:6]([F:8])[cH:7]1>>[F:1][c:2]1[cH:3][c:4]([C:9]2=[C:13]([c:14]3[cH:15][cH:16][c:17]([S:20](=[O:21])(=[O:22])[CH3:23])[cH:18][cH:19]3)[CH2:12][CH2:11][CH:10]2[OH:24])[cH:5][c:6]([F:8])[cH:7]1.